This data is from the Open Reaction Database (ORD), a public repository of structured organic reaction records. The task is: describe an organic reaction: reactants, conditions, products, and yield Reactants: ClC1=NC=CC=N1 (2-chloro-pyrimidine), C(CCN)N (1,3-propanediamine). The solvent is C1(=CC=CC=C1)C (toluene). Product: N1=C(N=CC=C1)NCCCN (N-2-pyrimidinyl-1,3-propanediamine). The yield is 164.1%. RXN SMILES: Cl[C:2]1[N:7]=[CH:6][CH:5]=[CH:4][N:3]=1.[CH2:8]([NH2:12])[CH2:9][CH2:10][NH2:11]>C1(C)C=CC=CC=1>[N:3]1[CH:4]=[CH:5][CH:6]=[N:7][C:2]=1[NH:11][CH2:10][CH2:9][CH2:8][NH2:12]. Procedure details: 2-chloro-pyrimidine (24.3 g) was added portionwise to a mixture of 1,3-propanediamine (85 g) in toluene (240 mL) while stirring at reflux temperature. The reaction mixture was stirred and refluxed for 3 hours. The reaction mixture was cooled, the precipitate was filtered off and the filtrate was evaporated. The residue was distilled in vacuo, yielding 53 g (65.7%) of N-2-pyrimidinyl-1,3-propanediamine (intermediate 1). The reactants are C(CCC)[Li] (n-Butyllithium), CC(CC=1N=CN(C1)S(=O)(=O)N(C)C)(C)C (4-(2,2-dimethylpropyl)-N,N-dimethyl-1H-imidazole-1-sulfonamide), CN(C=O)C (N,N-dimethylformamide). Run in O1CCCC1 (tetrahydrofuran). Conditions: temperature -78 celsius, time 10 minute. Product: CC(CC=1N=C(N(C1)S(=O)(=O)N(C)C)C=O)(C)C (4-(2,2-dimethylpropyl)-2-formyl-N,N-dimethyl-1H-imidazole-1-sulfonamide). Reaction SMILES: C([Li])CCC.[CH3:6][C:7]([CH3:21])([CH3:20])[CH2:8][C:9]1[N:10]=[CH:11][N:12]([S:14]([N:17]([CH3:19])[CH3:18])(=[O:16])=[O:15])[CH:13]=1.CN(C)[CH:24]=[O:25]>O1CCCC1>[CH3:6][C:7]([CH3:21])([CH3:20])[CH2:8][C:9]1[N:10]=[C:11]([CH:24]=[O:25])[N:12]([S:14]([N:17]([CH3:19])[CH3:18])(=[O:16])=[O:15])[CH:13]=1. Procedure: n-Butyllithium (2.5 M in hexane) (0.83 mL, 2.2 mmol) was added to a −78° C. solution of 4-(2,2-dimethylpropyl)-N,N-dimethyl-1H-imidazole-1-sulfonamide (54 mg, 2.2 mmol) in tetrahydrofuran (5 mL). After stirring at −78° C. for 10 min, N,N-dimethylformamide (0.17 mL, 2.2 mmol) was added and the reaction allowed to warm to ambient temperature. After stirring at ambient temperature for a further 5 min, the reaction mixture was quenched with water and extracted with methylene chloride. The combined a...